From a dataset of the Open Reaction Database (ORD), a public repository of structured organic reaction records. describe an organic reaction: reactants, conditions, products, and yield Reactants: [NH4+].[Cl-] (NH4Cl), C1CCOC1 (THF), dodecyl MgBr, C(C)(=O)OC=1C(C2=CC=CC=C2C(C1Cl)=O)=O (2-acetoxy-3-chloro-1,4-naphthoquinone), C1CCOC1 (THF). The reagents and catalysts are [Cl-].[Cl-].[Zn+2] (ZnCl2), [Zn] (Zn). Conditions: time 15 minute. The product is C(CCCCCCCCCCC)C=1C(C2=CC=CC=C2C(C1Cl)=O)=O (2-dodecyl-3-chloro-1,4-naphthoquinone), C(CCCCCCCCCCC)C=1C(C2=CC=CC=C2C(C1OC(C)=O)=O)=O (2-dodecyl-3-acetoxy-1,4-naphthoquinone). RXN SMILES: [C:1]([O:4][C:5]1[C:6](=[O:17])[C:7]2[C:12]([C:13](=[O:16])[C:14]=1[Cl:15])=[CH:11][CH:10]=[CH:9][CH:8]=2)(=[O:3])[CH3:2].[NH4+].[Cl-].[CH2:20]1[CH2:24]O[CH2:22][CH2:21]1>[Cl-].[Cl-].[Zn+2].[Zn]>[CH2:22]([C:5]1[C:6](=[O:17])[C:7]2[C:12]([C:13](=[O:16])[C:14]=1[Cl:15])=[CH:11][CH:10]=[CH:9][CH:8]=2)[CH2:21][CH2:20][CH2:24][CH2:7][CH2:6][CH2:5][CH2:14][CH2:13][CH2:12][CH2:11][CH3:10].[CH2:22]([C:14]1[C:13](=[O:16])[C:12]2[C:7]([C:6](=[O:17])[C:5]=1[O:4][C:1](=[O:3])[CH3:2])=[CH:8][CH:9]=[CH:10][CH:11]=2)[CH2:21][CH2:20][CH2:24][CH2:7][CH2:6][CH2:5][CH2:14][CH2:13][CH2:12][CH2:11][CH3:10] |f:1.2,4.5.6|. Procedure: First, 0.60 g (4.4 mmoles) of ZnCl2 was dissolved in 20 mL of THF, and 6.30 g (4.39 mmoles, 0.697 mmoles/g) of dodecyl MgBr was added dropwise. After stirring for 15 minutes, this Zn reagent was added dropwise to 1.00 g (4.0 mmoles) of 2-acetoxy-3-chloro-1,4-naphthoquinone in 50 mL of THF. The mixture was stirred overnight and then poured into 100 mL of NH4Cl solution, extracted with 3×100 mL of ether, dried over MgSO4, filtered, and solvent was removed. The residue was flash-chromatographed to ... Product: NC1=C(C=CC(=C1)OC)NS(=O)(=O)C1=CC(=C(OCC(=O)OCCS(=O)(=O)C2=CC=C(C=C2)C)C=C1)OCC(=O)OCCS(=O)(=O)C1=CC=C(C=C1)C (2(4-Tolylsulfonyl)ethyl 4-(2-amino-4-methoxy-phenyl)aminosulfonyl-2-(2-[4-tolylsulfonyl]ethoxycarbonylmethoxy)phenoxyacetate). The reactants are COC1=CC(=C(C=C1)NS(=O)(=O)C1=CC(=C(OCC(=O)OCCS(=O)(=O)C2=CC=C(C=C2)C)C=C1)OCC(=O)OCCS(=O)(=O)C1=CC=C(C=C1)C)[N+](=O)[O-] (2(4-Tolylsulfonyl)ethyl 4-(4-methoxy-2-nitro-phenyl)aminosulfonyl-2-(2-[4-tolylsulfonyl]ethoxycarbonylmethoxy)phenoxyacetate). As a reaction SMILES: [CH3:1][O:2][C:3]1[CH:8]=[CH:7][C:6]([NH:9][S:10]([C:13]2[CH:35]=[CH:34][C:16]([O:17][CH2:18][C:19]([O:21][CH2:22][CH2:23][S:24]([C:27]3[CH:32]=[CH:31][C:30]([CH3:33])=[CH:29][CH:28]=3)(=[O:26])=[O:25])=[O:20])=[C:15]([O:36][CH2:37][C:38]([O:40][CH2:41][CH2:42][S:43]([C:46]3[CH:51]=[CH:50][C:49]([CH3:52])=[CH:48][CH:47]=3)(=[O:45])=[O:44])=[O:39])[CH:14]=2)(=[O:12])=[O:11])=[C:5]([N+:53]([O-])=O)[CH:4]=1>[Pt]=O>[NH2:53][C:5]1[CH:4]=[C:3]([O:2][CH3:1])[CH:8]=[CH:7][C:6]=1[NH:9][S:10]([C:13]1[CH:35]=[CH:34][C:16]([O:17][CH2:18][C:19]([O:21][CH2:22][CH2:23][S:24]([C:27]2[CH:28]=[CH:29][C:30]([CH3:33])=[CH:31][CH:32]=2)(=[O:25])=[O:26])=[O:20])=[C:15]([O:36][CH2:37][C:38]([O:40][CH2:41][CH2:42][S:43]([C:46]2[CH:51]=[CH:50][C:49]([CH3:52])=[CH:48][CH:47]=2)(=[O:44])=[O:45])=[O:39])[CH:14]=1)(=[O:11])=[O:12]. Reported procedure: 2(4-Tolylsulfonyl)ethyl 4-(4-methoxy-2-nitro-phenyl)aminosulfonyl-2-(2-[4-tolylsulfonyl]ethoxycarbonylmethoxy)phenoxyacetate (Intermediate A17, 6.6 g, 0.0080 mol) was hydrogenated using platinum oxide as catalyst. The mixture was filtered and concentrated. After drying at high vacuum, the residual product, title compound, weighed 5.9 g (93%). The reagents and catalysts are [Pt]=O (platinum oxide). Starting materials: COC(=O)c1cc(-c2ccc(OC)cc2)n[nH]c1=O, O=[N+]([O-])c1ccc(CCl)cc1. Yields the product COC(=O)c1cc(-c2ccc(OC)cc2)nn(Cc2ccc([N+](=O)[O-])cc2)c1=O. Reaction SMILES: [CH3:1][O:2][C:3](=[O:4])[c:5]1[c:6](=[O:19])[nH:7][n:8][c:9](-[c:11]2[cH:12][cH:13][c:14]([O:17][CH3:18])[cH:15][cH:16]2)[cH:10]1.[N+:20](=[O:21])([O-:22])[c:23]1[cH:24][cH:25][c:26]([CH2:27][Cl:28])[cH:29][cH:30]1>>[CH3:1][O:2][C:3](=[O:4])[c:5]1[c:6](=[O:19])[n:7]([CH2:27][c:26]2[cH:25][cH:24][c:23]([N+:20](=[O:21])[O-:22])[cH:30][cH:29]2)[n:8][c:9](-[c:11]2[cH:12][cH:13][c:14]([O:17][CH3:18])[cH:15][cH:16]2)[cH:10]1. Reactants: ClC1=C(C=CC=C1)NC1=C(C=NC=2N1N=CC2C(=O)O)C(=O)N2CCC(CC2)C2=CC=CC=C2 (7-(2-Chlorophenylamino)-6-(4-phenylpiperidine-1-carbonyl)pyrazolo[1,5-a]pyrimidine-3-carboxylic acid), C(C)S(=O)(=O)N (ethanesulfonamide). Product: ClC1=C(C=CC=C1)NC1=C(C=NC=2N1N=CC2C(=O)NS(=O)(=O)CC)C(=O)N2CCC(CC2)C2=CC=CC=C2 (N-[7-(2-Chlorophenylamino)-6-(4-phenylpiperidine-1-carbonyl)pyrazolo[1,5-a]pyrimidine-3-carbonyl]ethanesulfonamide). Yield: 46.6%. Reaction SMILES: [Cl:1][C:2]1[CH:7]=[CH:6][CH:5]=[CH:4][C:3]=1[NH:8][C:9]1[N:14]2[N:15]=[CH:16][C:17]([C:18]([OH:20])=O)=[C:13]2[N:12]=[CH:11][C:10]=1[C:21]([N:23]1[CH2:28][CH2:27][CH:26]([C:29]2[CH:34]=[CH:33][CH:32]=[CH:31][CH:30]=2)[CH2:25][CH2:24]1)=[O:22].[CH2:35]([S:37]([NH2:40])(=[O:39])=[O:38])[CH3:36]>>[Cl:1][C:2]1[CH:7]=[CH:6][CH:5]=[CH:4][C:3]=1[NH:8][C:9]1[N:14]2[N:15]=[CH:16][C:17]([C:18]([NH:40][S:37]([CH2:35][CH3:36])(=[O:39])=[O:38])=[O:20])=[C:13]2[N:12]=[CH:11][C:10]=1[C:21]([N:23]1[CH2:24][CH2:25][CH:26]([C:29]2[CH:30]=[CH:31][CH:32]=[CH:33][CH:34]=2)[CH2:27][CH2:28]1)=[O:22]. Procedure: In the same manner as in Example 1, step 6 and using 7-(2-chlorophenylamino)-6-(4-phenylpiperidine-1-carbonyl)pyrazolo[1,5-a]pyrimidine-3-carboxylic acid (0.25 g, 0.53 mmol) obtained in step 2 and ethanesulfonamide (0.32 g, 2.63 mmol), the title compound (0.14 g, 47%) was obtained.